From a dataset of the Open Reaction Database (ORD), a public repository of structured organic reaction records. describe an organic reaction: reactants, conditions, products, and yield The reactants are Cl.C(C1=CC=CC=C1)N (benzylamine hydrochloride), N#CN (cyanamide). The solvent is xylenes. Product: Cl.C(C1=CC=CC=C1)NC(=N)N (Benzylguanidine hydrochloride). Isolated yield 42.7%. As a reaction SMILES: [ClH:1].[CH2:2]([NH2:9])[C:3]1[CH:8]=[CH:7][CH:6]=[CH:5][CH:4]=1.[N:10]#[C:11][NH2:12]>>[ClH:1].[CH2:2]([NH:9][C:11]([NH2:12])=[NH:10])[C:3]1[CH:8]=[CH:7][CH:6]=[CH:5][CH:4]=1 |f:0.1,3.4|. Procedure: A mixture of benzylamine hydrochloride (4.3 g, 0.03 mol) and cyanamide (1.3 g, 0.031 mol) in xylenes (15 ml) was heated to reflux for 6 hours. After concentration, the reaction mixture was triturated with ether and the solid separated was filtered and crystallized from methanol to provide a colorless solid (2.38 g); purity: 96.8% (HPLC); 1H-NMR (CD3OD) δ 4.41 (s, 2H, CH2), 7.32–7.37 (m, 5H, Ar).